Task: describe an organic reaction: reactants, conditions, products, and yield. Dataset: the Open Reaction Database (ORD), a public repository of structured organic reaction records Reported procedure: Following a procedure similar to that described in Preparation 115, but using 9.61 g of ethyl (E)-p-hydroxycinnamate and 10.20 g of propyl iodide and not using sodium iodide, 11.00 g of the title compound were obtained as a solid material. Product: C(CC)OC1=CC=C(/C=C/C(=O)OCC)C=C1 (Ethyl (E)-p-propoxycinnamate). Yield: 93.9%. Starting materials: OC1=CC=C(/C=C/C(=O)OCC)C=C1 (ethyl (E)-p-hydroxycinnamate), C(CC)I (propyl iodide), [I-].[Na+] (sodium iodide). Reaction SMILES: [OH:1][C:2]1[CH:14]=[CH:13][C:5](/[CH:6]=[CH:7]/[C:8]([O:10][CH2:11][CH3:12])=[O:9])=[CH:4][CH:3]=1.[CH2:15](I)[CH2:16][CH3:17].[I-].[Na+]>>[CH2:15]([O:1][C:2]1[CH:3]=[CH:4][C:5](/[CH:6]=[CH:7]/[C:8]([O:10][CH2:11][CH3:12])=[O:9])=[CH:13][CH:14]=1)[CH2:16][CH3:17] |f:2.3|. Starting materials: COc1ncccc1CN1CCC(CO)(CCc2ccccc2)CC1, Oc1ccccc1F, CCOC(=O)N=NC(=O)OCC, C1CCOC1, c1ccc(P(c2ccccc2)c2ccccc2)cc1. The product is COc1ncccc1CN1CCC(CCc2ccccc2)(COc2ccccc2F)CC1. Reaction SMILES: [CH3:1][O:2][c:3]1[n:4][cH:5][cH:6][cH:7][c:8]1[CH2:9][N:10]1[CH2:11][CH2:12][C:13]([CH2:16][OH:17])([CH2:18][CH2:19][c:20]2[cH:21][cH:22][cH:23][cH:24][cH:25]2)[CH2:14][CH2:15]1.[F:45][c:46]1[c:47]([OH:52])[cH:48][cH:49][cH:50][cH:51]1.[O:53]=[C:54]([O:55][CH2:56][CH3:57])[N:58]=[N:59][C:60]([O:61][CH2:62][CH3:63])=[O:64].[O:65]1[CH2:66][CH2:67][CH2:68][CH2:69]1.[c:26]1([P:27]([c:28]2[cH:29][cH:30][cH:31][cH:32][cH:33]2)[c:34]2[cH:35][cH:36][cH:37][cH:38][cH:39]2)[cH:40][cH:41][cH:42][cH:43][cH:44]1>>[CH3:1][O:2][c:3]1[n:4][cH:5][cH:6][cH:7][c:8]1[CH2:9][N:10]1[CH2:11][CH2:12][C:13]([CH2:16][O:17][c:47]2[c:46]([F:45])[cH:51][cH:50][cH:49][cH:48]2)([CH2:18][CH2:19][c:20]2[cH:21][cH:22][cH:23][cH:24][cH:25]2)[CH2:14][CH2:15]1. The reactants are [Al+3], CC(=O)Cl, [Cl-], [Cl-], [Cl-], O=C1Cc2ccccc2N1, S=C=S. Yields the product CC(=O)c1ccc2c(c1)CC(=O)N2. Reaction SMILES: [Al+3:2].[CH3:5][C:6]([Cl:7])=[O:8].[Cl-:1].[Cl-:3].[Cl-:4].[NH:9]1[C:10](=[O:18])[CH2:11][c:12]2[cH:13][cH:14][cH:15][cH:16][c:17]21.[S:19]=[C:20]=[S:21]>>[CH3:5][C:6](=[O:8])[c:14]1[cH:13][c:12]2[c:17]([cH:16][cH:15]1)[NH:9][C:10](=[O:18])[CH2:11]2.